From a dataset of the Open Reaction Database (ORD), a public repository of structured organic reaction records. describe an organic reaction: reactants, conditions, products, and yield Starting materials: CC(=CC=CC1=CC=C(C=C1)C(=CC(=O)OCC)C)CCC=C(C)C (ethyl 3-[4-(4,8-dimethyl-1,3,7-nonatrienyl)phenyl]-2-butenoate), [OH-].[K+] (potassium hydroxide), ice water. Solvent: C(C)(C)O (isopropanol). Reaction conditions: time 30 minute. Yields the product CC(=CC=CC1=CC=C(C=C1)C(=CC(=O)O)C)CCC=C(C)C (3-[4-(4,8-dimethyl-1,3,7-nonatrienyl)phenyl]-2-butenoic acid). Isolated yield 62.3%. As a reaction SMILES: [OH-].[K+].[CH3:3][C:4]([CH2:22][CH2:23][CH:24]=[C:25]([CH3:27])[CH3:26])=[CH:5][CH:6]=[CH:7][C:8]1[CH:13]=[CH:12][C:11]([C:14]([CH3:21])=[CH:15][C:16]([O:18]CC)=[O:17])=[CH:10][CH:9]=1>C(O)(C)C>[CH3:3][C:4]([CH2:22][CH2:23][CH:24]=[C:25]([CH3:27])[CH3:26])=[CH:5][CH:6]=[CH:7][C:8]1[CH:9]=[CH:10][C:11]([C:14]([CH3:21])=[CH:15][C:16]([OH:18])=[O:17])=[CH:12][CH:13]=1 |f:0.1|. Procedure: 5.4 g of potassium hydroxide was dissolved in 100 ml of isopropanol. 14 g of ethyl 3-[4-(4,8-dimethyl-1,3,7-nonatrienyl)phenyl]-2-butenoate was added to the solution under heating, reflux and stirring. After 30 min, the resulting solution was poured into ice/water and extracted with 100 ml of n-hexane. The aqueous layer was made acidic with dilute hydrochloric acid, extracted with ethyl ether and washed with water. After drying over magnesium sulfate, the product was concentrated and the resulti... Starting materials: CO, Cc1oc(C(=O)NC(Cc2ccc(F)c(F)c2)CN2C(=O)c3ccccc3C2=O)cc1-c1c(Cl)cnn1C, NN. Yields the product Cc1oc(C(=O)NC(CN)Cc2ccc(F)c(F)c2)cc1-c1c(Cl)cnn1C. As a reaction SMILES: [CH3:41][OH:42].[Cl:1][c:2]1[cH:3][n:4][n:5]([CH3:38])[c:6]1-[c:7]1[cH:8][c:9]([C:13](=[O:14])[NH:15][CH:16]([CH2:17][c:18]2[cH:19][c:20]([F:25])[c:21]([F:24])[cH:22][cH:23]2)[CH2:26][N:27]2[C:28](=[O:29])[c:30]3[c:31]([cH:32][cH:33][cH:34][cH:35]3)[C:36]2=[O:37])[o:10][c:11]1[CH3:12].[NH2:39][NH2:40]>>[Cl:1][c:2]1[cH:3][n:4][n:5]([CH3:38])[c:6]1-[c:7]1[cH:8][c:9]([C:13](=[O:14])[NH:15][CH:16]([CH2:17][c:18]2[cH:19][c:20]([F:25])[c:21]([F:24])[cH:22][cH:23]2)[CH2:26][NH2:27])[o:10][c:11]1[CH3:12]. Reactants: C(C)(C)(C)OC(=O)N1CC2=C(N=C(N=C2O)CC2=CC=CC=C2)CC1 (2-benzyl-4-hydroxy-7,8-dihydro-5H-pyrido[4,3-d]pyrimidine-6-carboxylic acid tert-butyl ester), CC(C)(C)[O-].[K+] (KOtBu), C(C)(C)(C)OC(=O)N1CC2=C(N=C(N=C2OS(=O)(=O)C(F)(F)F)CC2=CC=CC=C2)CC1 (2-Benzyl-4-trifluoromethanesulfonyloxy-7,8-dihydro-5H-pyrido[4,3-d]pyrimidine-6-carboxylic acid tert-butyl ester), C1=CC=C(C=C1)N(S(=O)(=O)C(F)(F)F)S(=O)(=O)C(F)(F)F (N-phenyl-bis(trifluoromethanesulfonimide)). The solvent is C1CCOC1 (THF), O (water). Reaction conditions: time 15 minute. The product is C(C1=CC=CC=C1)C=1N=C(C2=C(N1)CCNC2)C2=CC=C(C=C2)F (2-Benzyl-4-(4-fluoro-phenyl)-5,6,7,8-tetrahydro-pyrido[4,3-d]pyrimidine). The yield is 81.0%. As a reaction SMILES: C(OC([N:8]1[CH2:32][CH2:31][C:11]2[N:12]=[C:13]([CH2:24][C:25]3[CH:30]=[CH:29][CH:28]=[CH:27][CH:26]=3)[N:14]=[C:15](OS(C(F)(F)F)(=O)=O)[C:10]=2[CH2:9]1)=O)(C)(C)C.C(OC(N1CCC2N=C(C[C:50]3[CH:55]=[CH:54][CH:53]=[CH:52][CH:51]=3)N=C(O)C=2C1)=O)(C)(C)C.CC([O-])(C)C.[K+].C1C=CC(N(S(C(F)(F)F)(=O)=O)S(C(F)(F)[F:75])(=O)=O)=CC=1>C1COCC1.O>[CH2:24]([C:13]1[N:14]=[C:15]([C:53]2[CH:54]=[CH:55][C:50]([F:75])=[CH:51][CH:52]=2)[C:10]2[CH2:9][NH:8][CH2:32][CH2:31][C:11]=2[N:12]=1)[C:25]1[CH:26]=[CH:27][CH:28]=[CH:29][CH:30]=1 |f:2.3|. Procedure details: 2-Benzyl-4-trifluoromethanesulfonyloxy-7,8-dihydro-5H-pyrido[4,3-d]pyrimidine-6-carboxylic acid tert-butyl ester. To a solution of 2-benzyl-4-hydroxy-7,8-dihydro-5H-pyrido[4,3-d]pyrimidine-6-carboxylic acid tert-butyl ester (2.0 g, 5.9 mmol; prepared from 2-phenyl-acetamidine hydrochloride as described in Example 1, Step A) in THF (15 mL) was added KOtBu (0.408 g, 3.6 mmol). After 15 min, the mixture was treated with N-phenyl-bis(trifluoromethanesulfonimide) (1.18 g, 3.3 mmol) and the mixture wa... Starting materials: CCOC(C)=O, [H][H], NS(=O)(=O)OCC1C=CC(n2ccc3c(NC4CCc5ccccc54)ncnc32)C1. Product: NS(=O)(=O)OCC1CCC(n2ccc3c(NC4CCc5ccccc54)ncnc32)C1. Reaction SMILES: [CH3:33][CH2:34][O:35][C:36]([CH3:37])=[O:38].[H:31][H:32].[S:1]([NH2:2])([O:3][CH2:4][CH:5]1[CH:6]=[CH:7][CH:8]([n:10]2[cH:11][cH:12][c:13]3[c:14]2[n:15][cH:16][n:17][c:18]3[NH:19][CH:20]2[CH2:21][CH2:22][c:23]3[cH:24][cH:25][cH:26][cH:27][c:28]32)[CH2:9]1)(=[O:29])=[O:30]>>[S:1]([NH2:2])([O:3][CH2:4][CH:5]1[CH2:6][CH2:7][CH:8]([n:10]2[cH:11][cH:12][c:13]3[c:14]2[n:15][cH:16][n:17][c:18]3[NH:19][CH:20]2[CH2:21][CH2:22][c:23]3[cH:24][cH:25][cH:26][cH:27][c:28]32)[CH2:9]1)(=[O:29])=[O:30]. Starting materials: Nc1ccc(C(F)(F)F)cc1Br, CC(C)(C)[O-], Cc1ccccc1, Sc1ccc(Cl)cc1, [K+], c1ccc(P(c2ccccc2)c2ccccc2Oc2ccccc2P(c2ccccc2)c2ccccc2)cc1. Product: FC(F)(F)c1ccc(Sc2ccc(Cl)cc2)c(Br)c1. Reaction SMILES: [Br:40][c:41]1[c:42]([NH2:51])[cH:43][cH:44][c:45]([C:47]([F:48])([F:49])[F:50])[cH:46]1.[CH3:60][C:61]([CH3:62])([O-:63])[CH3:64].[CH3:66][c:67]1[cH:68][cH:69][cH:70][cH:71][cH:72]1.[Cl:52][c:53]1[cH:54][cH:55][c:56]([SH:59])[cH:57][cH:58]1.[K+:65].[c:1]1([P:2]([c:3]2[cH:4][cH:5][cH:6][cH:7][cH:8]2)[c:9]2[cH:10][cH:11][cH:12][cH:13][c:14]2[O:15][c:16]2[cH:17][cH:18][cH:19][cH:20][c:21]2[P:22]([c:23]2[cH:24][cH:25][cH:26][cH:27][cH:28]2)[c:29]2[cH:30][cH:31][cH:32][cH:33][cH:34]2)[cH:35][cH:36][cH:37][cH:38][cH:39]1>>[Br:40][c:41]1[c:42]([S:59][c:56]2[cH:55][cH:54][c:53]([Cl:52])[cH:58][cH:57]2)[cH:43][cH:44][c:45]([C:47]([F:48])([F:49])[F:50])[cH:46]1.